Dataset: the Open Reaction Database (ORD), a public repository of structured organic reaction records. Task: describe an organic reaction: reactants, conditions, products, and yield The yield is 92.0%. RXN SMILES: O1CCOC1[C:6]1[CH:7]=[C:8]([C:15]([OH:17])=[O:16])[C:9]([C:12]([OH:14])=[O:13])=[N:10][CH:11]=1.[C:18]([O:21][C:22](=O)[CH3:23])(=[O:20])C>N1C=CC=CC=1>[O:21]1[CH2:22][CH2:23][O:20][CH:18]1[C:7]1[CH:6]=[CH:11][N:10]=[C:9]([C:12]([OH:14])=[O:13])[C:8]=1[C:15]([OH:17])=[O:16]. Run in N1=CC=CC=C1 (pyridine). Yields the product O1C(OCC1)C1=C(C(=NC=C1)C(=O)O)C(=O)O ((1,3 Dioxolan-2-yl)-2,3-pyridinedicarboxylic acid). Procedure: A solution of 5-(1,3-dioxolan-2-yl)-2,3-pyridinedicarboxylic acid (2.86 g, 0.012 mol), acetic anhydride (11.3 mL, 0.12 mol) and pyridine is stirred at room temperature for 1 hour and 45 minutes, then at reflux temperature for 4 hours. The reaction mixture is concentrated in vacuo to give the title compound as an oil (2.64 g, 100%), identified by IR spectra analysis. Starting materials: O1C(OCC1)C=1C=C(C(=NC1)C(=O)O)C(=O)O (5-(1,3-dioxolan-2-yl)-2,3-pyridinedicarboxylic acid), C(C)(=O)OC(C)=O (acetic anhydride). Reactants: BrC1=CC=C(C=C1)C1=CN=C(N1)[C@H]1N(C[C@H](C1)COC)C([C@H](C(C)C)NC(OC)=O)=O (Methyl (S)-1-((2S,4S)-2-(5-(4-bromophenyl)-1H-imidazol-2-yl)-4-(methoxymethyl)pyrrolidin-1-yl)-3-methyl-1-oxobutan-2-ylcarbamate), C[C@H]1C[C@H](N(C1)C(=O)OC(C)(C)C)C=1NC(=CN1)C1=CC=C(C=C1)B1OC(C(O1)(C)C)(C)C ((2S,4S)-tert-butyl 4-methyl-2-(5-(4-(4,4,5,5-tetramethyl-1,3,2-dioxaborolan-2-yl)phenyl)-1H-imidazol-2-yl)pyrrolidine-1-carboxylate), C(=O)([O-])[O-].[K+].[K+] (K2CO3). Reagents/catalysts: C=1C=CC(=CC1)[P](C=2C=CC=CC2)(C=3C=CC=CC3)[Pd]([P](C=4C=CC=CC4)(C=5C=CC=CC5)C=6C=CC=CC6)([P](C=7C=CC=CC7)(C=8C=CC=CC8)C=9C=CC=CC9)[P](C=1C=CC=CC1)(C=1C=CC=CC1)C=1C=CC=CC1 (Pd(PPh3)4). Run in COCCOC (DME). Run at temperature 85 celsius. The product is COC(=O)N[C@H](C(=O)N1[C@@H](C[C@@H](C1)COC)C=1NC(=CN1)C1=CC=C(C=C1)C1=CC=C(C=C1)C1=CN=C(N1)[C@H]1N(C[C@H](C1)C)C(=O)OC(C)(C)C)C(C)C ((2S,4S)-tert-butyl 2-(5-(4′-(2-((2S,4S)-1-((S)-2-(methoxycarbonylamino)-3-methylbutanoyl)-4-(methoxymethyl)pyrrolidin-2-yl)-1H-imidazol-5-yl)biphenyl-4-yl)-1H-imidazol-2-yl)-4-methylpyrrolidine-1-carboxylate). The yield is 36.7%. RXN SMILES: Br[C:2]1[CH:7]=[CH:6][C:5]([C:8]2[NH:12][C:11]([C@@H:13]3[CH2:17][C@H:16]([CH2:18][O:19][CH3:20])[CH2:15][N:14]3[C:21](=[O:31])[C@@H:22]([NH:26][C:27](=[O:30])[O:28][CH3:29])[CH:23]([CH3:25])[CH3:24])=[N:10][CH:9]=2)=[CH:4][CH:3]=1.[CH3:32][C@@H:33]1[CH2:37][N:36]([C:38]([O:40][C:41]([CH3:44])([CH3:43])[CH3:42])=[O:39])[C@H:35]([C:45]2[NH:46][C:47]([C:50]3[CH:55]=[CH:54][C:53](B4OC(C)(C)C(C)(C)O4)=[CH:52][CH:51]=3)=[CH:48][N:49]=2)[CH2:34]1.C([O-])([O-])=O.[K+].[K+]>COCCOC.C1C=CC([P]([Pd]([P](C2C=CC=CC=2)(C2C=CC=CC=2)C2C=CC=CC=2)([P](C2C=CC=CC=2)(C2C=CC=CC=2)C2C=CC=CC=2)[P](C2C=CC=CC=2)(C2C=CC=CC=2)C2C=CC=CC=2)(C2C=CC=CC=2)C2C=CC=CC=2)=CC=1>[CH3:29][O:28][C:27]([NH:26][C@@H:22]([CH:23]([CH3:25])[CH3:24])[C:21]([N:14]1[CH2:15][C@@H:16]([CH2:18][O:19][CH3:20])[CH2:17][C@H:13]1[C:11]1[NH:12][C:8]([C:5]2[CH:6]=[CH:7][C:2]([C:53]3[CH:52]=[CH:51][C:50]([C:47]4[NH:46][C:45]([C@@H:35]5[CH2:34][C@H:33]([CH3:32])[CH2:37][N:36]5[C:38]([O:40][C:41]([CH3:42])([CH3:44])[CH3:43])=[O:39])=[N:49][CH:48]=4)=[CH:55][CH:54]=3)=[CH:3][CH:4]=2)=[CH:9][N:10]=1)=[O:31])=[O:30] |f:2.3.4,^1:80,82,101,120|. Procedure details: Methyl (S)-1-((2S,4S)-2-(5-(4-bromophenyl)-1H-imidazol-2-yl)-4-(methoxymethyl)pyrrolidin-1-yl)-3-methyl-1-oxobutan-2-ylcarbamate (621 mg, 1.26 mmol), (2S,4S)-tert-butyl 4-methyl-2-(5-(4-(4,4,5,5-tetramethyl-1,3,2-dioxaborolan-2-yl)phenyl)-1H-imidazol-2-yl)pyrrolidine-1-carboxylate (628 mg, 1.39 mmol), Pd(PPh3)4 (145 mg, 0.13 mmol), and K2CO3 (2M in H2O, 2.0 mL, 4.16 mmoL) were combined in DME (13 mL). The mixture was degassed with bubbling N2 for 10 min the heated to 85° C. for 16 h. After cooli... Reactants: N1(C=NC=C1)CCCON (3-(1H-imidazol-1-yl)propoxyamine), N1=C(C2=C3C(C=CC=C13)=CC=C2)S (benz(cd)indol-2-thiol), mercuric acetate. Solvent: C(C)O (ethanol). Product: N1(C=NC=C1)CCCONC1=NC2=CC=CC=3C2=C1C=CC3 (N-(3-(1H-imidazol-1-yl)propoxy)benz(cd)indol-2-amine). The yield is 51.3%. Reaction SMILES: [N:1]1([CH2:6][CH2:7][CH2:8][O:9][NH2:10])[CH:5]=[CH:4][N:3]=[CH:2]1.[N:11]1[C:19]2[C:14]3[C:15](=[CH:20][CH:21]=[CH:22][C:13]=3[C:12]=1S)[CH:16]=[CH:17][CH:18]=2>C(O)C>[N:1]1([CH2:6][CH2:7][CH2:8][O:9][NH:10][C:12]2[C:13]3[CH:22]=[CH:21][CH:20]=[C:15]4[C:14]=3[C:19](=[CH:18][CH:17]=[CH:16]4)[N:11]=2)[CH:5]=[CH:4][N:3]=[CH:2]1. Procedure: A mixture consisting of 2.33 grams of 3-(1H-imidazol-1-yl)propoxyamine, 2.84 grams of benz(cd)indol-2-thiol, 4.9 grams of mercuric acetate, and 150 ml of ethanol as stirred and heated under reflux by the conditions of Example 55. The crude product was purified by the chromatographic procedure of Example 46. The resultant orange syrup was recrystallized from ethyl acetate-hexane to give 2.3 grams of the title compound; mp 102° C.-104° C. The reactants are O=C1N(CCNC1)C1CC=2C=CC(=CC2CC1)C#N (6-(2-Oxopiperazin-1-yl)-5,6,7,8-tetrahydronaphthalene-2-carbonitrile), N1(N=NN=C1)C=1C=C2CCC(C2=CC1)C(=O)O (5-(1H-tetrazol-1-yl)-2,3-dihydro-1H-indene-1-carboxylic acid), C(CCl)Cl (EDC). Reagents/catalysts: CN(C)C=1C=CN=CC1 (DMAP). The solvent is ClC(C)Cl (dichloroethane). The product is O=C1N(CCN(C1)C(=O)C1CCC2=CC(=CC=C12)N1N=NN=C1)C1CC=2C=CC(=CC2CC1)C#N (6-(2-Oxo-4-{[5-(1H-tetrazol-1-yl)-2,3-dihydro-1H-inden-1-yl]carbonyl}piperazin-1-yl)-5,6,7,8-tetrahydronaphthalene-2-carbonitrile). As a reaction SMILES: [O:1]=[C:2]1[CH2:7][NH:6][CH2:5][CH2:4][N:3]1[CH:8]1[CH2:17][CH2:16][C:15]2[CH:14]=[C:13]([C:18]#[N:19])[CH:12]=[CH:11][C:10]=2[CH2:9]1.[N:20]1([C:25]2[CH:26]=[C:27]3[C:31](=[CH:32][CH:33]=2)[CH:30]([C:34](O)=[O:35])[CH2:29][CH2:28]3)[CH:24]=[N:23][N:22]=[N:21]1.C(Cl)CCl>CN(C1C=CN=CC=1)C.ClC(Cl)C>[O:1]=[C:2]1[CH2:7][N:6]([C:34]([CH:30]2[C:31]3[C:27](=[CH:26][C:25]([N:20]4[CH:24]=[N:23][N:22]=[N:21]4)=[CH:33][CH:32]=3)[CH2:28][CH2:29]2)=[O:35])[CH2:5][CH2:4][N:3]1[CH:8]1[CH2:17][CH2:16][C:15]2[CH:14]=[C:13]([C:18]#[N:19])[CH:12]=[CH:11][C:10]=2[CH2:9]1. Procedure details: A mixture of 6-(2-Oxopiperazin-1-yl)-5,6,7,8-tetrahydronaphthalene-2-carbonitrile (40 mg, 0.16 mmol) (20 mg, 0.078 mmol), 5-(1H-tetrazol-1-yl)-2,3-dihydro-1H-indene-1-carboxylic acid (18 mg, 0.078 mmol), DMAP (14 mg, 0.12 mmol), and EDC (23 mg, 0.12 mmol) was stirred in dichloroethane (2 mL) for 2 hours. The solvent was removed under vacuum, and the residue was redissolved in methanol, and purified by reverse phase HPLC to give the title product. LC-MS (IE, m/z): 468 [M+1]+. The reactants are CN(C)C=O, Cc1sc(-c2ccccc2)nc1CCl, [H-], [Na+], O, COC(=O)c1cc(O)no1. Yields the product COC(=O)c1cc(OCc2nc(-c3ccccc3)sc2C)no1. Reaction SMILES: [CH3:28][N:29]([CH3:30])[CH:31]=[O:32].[Cl:13][CH2:14][c:15]1[n:16][c:17](-[c:21]2[cH:22][cH:23][cH:24][cH:25][cH:26]2)[s:18][c:19]1[CH3:20].[H-:11].[Na+:12].[OH2:27].[OH:1][c:2]1[n:3][o:4][c:5]([C:7](=[O:8])[O:9][CH3:10])[cH:6]1>>[O:1]([c:2]1[n:3][o:4][c:5]([C:7](=[O:8])[O:9][CH3:10])[cH:6]1)[CH2:14][c:15]1[n:16][c:17](-[c:21]2[cH:22][cH:23][cH:24][cH:25][cH:26]2)[s:18][c:19]1[CH3:20]. Reactants: CCOC(=O)CCCc1ncccn1, C[Si](C)(C)[N-][Si](C)(C)C, CS(=O)(=O)N1CCC(Oc2ccc(Cl)cn2)CC1, [Li+]. Product: O=C(CCCc1ncccn1)CS(=O)(=O)N1CCC(Oc2ccc(Cl)cn2)CC1. As a reaction SMILES: [CH2:19]([O:21][C:22](=[O:20])[CH2:23][CH2:24][CH2:25][c:26]1[n:27][cH:28][cH:29][cH:30][n:31]1)[CH3:32].[CH3:33][Si:34]([N-:35][Si:36]([CH3:37])([CH3:38])[CH3:39])([CH3:40])[CH3:41].[Cl:1][c:2]1[cH:3][cH:4][c:5]([O:8][CH:9]2[CH2:10][CH2:11][N:12]([S:15](=[O:16])(=[O:17])[CH3:18])[CH2:13][CH2:14]2)[n:6][cH:7]1.[Li+:42]>>[Cl:1][c:2]1[cH:3][cH:4][c:5]([O:8][CH:9]2[CH2:10][CH2:11][N:12]([S:15](=[O:16])(=[O:17])[CH2:18][C:22](=[O:21])[CH2:23][CH2:24][CH2:25][c:26]3[n:27][cH:28][cH:29][cH:30][n:31]3)[CH2:13][CH2:14]2)[n:6][cH:7]1. Reactants: BrC=1C(=NC(=CC1)C1=NN(C2=CN=C(C=C21)C=2C=NC=CC2)COCC[Si](C)(C)C)N2C[C@@H](CC2)NC(OC(C)(C)C)=O ((R)-tert-butyl 1-(3-bromo-6-(5-(pyridin-3-yl)-1-((2-(trimethylsilyl)ethoxy)methyl)-1H-pyrazolo[3,4-c]pyridin-3-yl)pyridin-2-yl)pyrrolidin-3-ylcarbamate), CB(O)O (Methyl boronic acid), C(C)(=O)[O-].[K+] (Potassium acetate), O (Water), O (Water). The reagents and catalysts are C1=CC=C(C=C1)P([C-]2C=CC=C2)C3=CC=CC=C3.C1=CC=C(C=C1)P([C-]2C=CC=C2)C3=CC=CC=C3.Cl[Pd]Cl.[Fe+2] (1,1′-Bis(diphenylphosphino)ferrocenepalladium (II) chloride). Run in C(C)#N (Acetonitrile), C([O-])([O-])=O.[Na+].[Na+] (Sodium carbonate). Run at temperature 150 celsius. Yields the product CC=1C(=NC(=CC1)C1=NN(C2=CN=C(C=C21)C=2C=NC=CC2)COCC[Si](C)(C)C)N2C[C@@H](CC2)NC(OC(C)(C)C)=O ((R)-tert-butyl 1-(3-methyl-6-(5-(pyridin-3-yl)-1-((2-(trimethylsilyl)ethoxy)methyl)-1H-pyrazolo[3,4-c]pyridin-3-yl)pyridin-2-yl)pyrrolidin-3-ylcarbamate). Isolated yield 39.0%. RXN SMILES: Br[C:2]1[C:3]([N:31]2[CH2:35][CH2:34][C@@H:33]([NH:36][C:37](=[O:43])[O:38][C:39]([CH3:42])([CH3:41])[CH3:40])[CH2:32]2)=[N:4][C:5]([C:8]2[C:16]3[C:11](=[CH:12][N:13]=[C:14]([C:17]4[CH:18]=[N:19][CH:20]=[CH:21][CH:22]=4)[CH:15]=3)[N:10]([CH2:23][O:24][CH2:25][CH2:26][Si:27]([CH3:30])([CH3:29])[CH3:28])[N:9]=2)=[CH:6][CH:7]=1.[CH3:44]B(O)O.C([O-])(=O)C.[K+].O>C(=O)([O-])[O-].[Na+].[Na+].C1C=CC(P(C2C=CC=CC=2)[C-]2C=CC=C2)=CC=1.C1C=CC(P(C2C=CC=CC=2)[C-]2C=CC=C2)=CC=1.Cl[Pd]Cl.[Fe+2].C(#N)C>[CH3:44][C:2]1[C:3]([N:31]2[CH2:35][CH2:34][C@@H:33]([NH:36][C:37](=[O:43])[O:38][C:39]([CH3:42])([CH3:41])[CH3:40])[CH2:32]2)=[N:4][C:5]([C:8]2[C:16]3[C:11](=[CH:12][N:13]=[C:14]([C:17]4[CH:18]=[N:19][CH:20]=[CH:21][CH:22]=4)[CH:15]=3)[N:10]([CH2:23][O:24][CH2:25][CH2:26][Si:27]([CH3:28])([CH3:30])[CH3:29])[N:9]=2)=[CH:6][CH:7]=1 |f:2.3,5.6.7,8.9.10.11|. Reported procedure: A microwave reaction vial was charged with (R)-tert-butyl 1-(3-bromo-6-(5-(pyridin-3-yl)-1-((2-(trimethylsilyl)ethoxy)methyl)-1H-pyrazolo[3,4-c]pyridin-3-yl)pyridin-2-yl)pyrrolidin-3-ylcarbamate (124.5 mg, 0.1867 mmol), Methyl boronic acid (111.76 mg, 1.867 mmol), 1,1′-Bis(diphenylphosphino)ferrocenepalladium (II) chloride (15.2 mg, 0.01876 mmol), 1.00 M of Potassium acetate in Water (0.28 mL, 0.28 mmol), 1.00 M of Sodium carbonate in Water (0.28 mL, 0.28 mmol), and Acetonitrile (10 mL). The rea... Starting materials: C(C1=CC=CC=C1)N(C=1CCN(CC1)C(=O)OC(C)(C)C)C(C1=C(C=CC=C1)I)=O (tert-butyl 4-[benzyl(2-iodobenzoyl)amino]-3,6-dihydropyridine-1(2H)-carboxylate), C1=CC=C(C=C1)P(C2=CC=CC=C2)C3=CC=CC=C3 (PPh3), C(=O)([O-])[O-].[K+].[K+] (K2CO3). The reagents and catalysts are [N+](CC)(CC)(CC)CC.[Cl-] (Et4NCl), CC(=O)[O-].CC(=O)[O-].[Pd+2] (Pd(OAc)2). The solvent is CC#N (CH3CN). Reaction conditions: temperature 110 celsius. Product: C(C1=CC=CC=C1)N1C(C2=CC=CC=C2C12CCN(C=C2)C(=O)OC(C)(C)C)=O (tert-butyl 2-benzyl-3-oxo-2,2′, 3,3′-tetrahydro-1′H-spiro[isoindole-1,4′-pyridine]-1′-carboxylate). Reaction SMILES: [CH2:1]([N:8]([C:22](=[O:30])[C:23]1[CH:28]=[CH:27][CH:26]=[CH:25][C:24]=1I)[C:9]1[CH2:10][CH2:11][N:12]([C:15]([O:17][C:18]([CH3:21])([CH3:20])[CH3:19])=[O:16])[CH2:13][CH:14]=1)[C:2]1[CH:7]=[CH:6][CH:5]=[CH:4][CH:3]=1.C1C=CC(P(C2C=CC=CC=2)C2C=CC=CC=2)=CC=1.C([O-])([O-])=O.[K+].[K+]>[N+](CC)(CC)(CC)CC.[Cl-].CC#N.CC([O-])=O.CC([O-])=O.[Pd+2]>[CH2:1]([N:8]1[C:9]2([CH:10]=[CH:11][N:12]([C:15]([O:17][C:18]([CH3:21])([CH3:20])[CH3:19])=[O:16])[CH2:13][CH2:14]2)[C:28]2[C:23](=[CH:24][CH:25]=[CH:26][CH:27]=2)[C:22]1=[O:30])[C:2]1[CH:7]=[CH:6][CH:5]=[CH:4][CH:3]=1 |f:2.3.4,5.6,8.9.10|. Reported procedure: A mixture of tert-butyl 4-[benzyl(2-iodobenzoyl)amino]-3,6-dihydropyridine-1(2H)-carboxylate (4.63 mmol), Pd(OAc)2 (73 mg, 0.32 mmol, 7 mol %), PPh3 (170 mg, 0.65 mmol, 14 mol %), K2CO3 (959 mg, 6.95 mmol) and Et4NCl (537 mg, 3.24 mmol) in CH3CN (30 ml) is degassed by Argon for 15 min then heated at 110° C. in a sealed tube overnight. Water (40 ml) is added, the layers are separated and the aqueous layer is extracted with EtOAc (40 ml). The combined extracts are washed with brine (40 ml), dried ... The product is Br.OC1=C(C2=C(CCN(CC2)C)C=C1O)SC=1OC=CC1 (7,8-dihydroxy-6-(2-furylthio)-3-methyl-2,3,4,5-tetrahydro-1H-3-benzazepine hydrobromide). Run in CO (methanol). As a reaction SMILES: [O:1]1[CH:5]=[CH:4][CH:3]=[C:2]1[SH:6].[BrH:7].[CH3:8][N:9]1[CH2:15][CH2:14][C:13]2=[CH:16][C:17](=[O:21])[C:18](=[O:20])[CH:19]=[C:12]2[CH2:11][CH2:10]1>CO>[BrH:7].[OH:21][C:17]1[C:18]([OH:20])=[CH:19][C:12]2[CH2:11][CH2:10][N:9]([CH3:8])[CH2:15][CH2:14][C:13]=2[C:16]=1[S:6][C:2]1[O:1][CH:5]=[CH:4][CH:3]=1 |f:1.2,4.5|. Reaction conditions: time 1 hour. Procedure details: To a solution of 1.1 g. (0.0011 mole) of 2-furanthiol in 200 ml. of methanol is added portionwise 2.3 g. (0.0084 mole) of 3-methyl-2,3,4,5-tetrahydro-1H-3-benzazepine-7,8-dione hydrobromide. After stirring for 1 hour at room temperature the reaction mixture is filtered and the filtrate concentrated in vacuo to give 7,8-dihydroxy-6-(2-furylthio)-3-methyl-2,3,4,5-tetrahydro-1H-3-benzazepine hydrobromide. Starting materials: O1C(=CC=C1)S (2-furanthiol), Br.CN1CCC=2C(CC1)=CC(C(C2)=O)=O (3-methyl-2,3,4,5-tetrahydro-1H-3-benzazepine-7,8-dione hydrobromide). Reaction SMILES: [F:1][C:2]1[CH:7]=[CH:6][C:5]([C:8]2[C:9](=[O:21])[NH:10][C:11](=S)[NH:12][C:13]=2[C:14]2[CH:19]=[CH:18][N:17]=[CH:16][CH:15]=2)=[CH:4][CH:3]=1.O.[NH2:23][NH2:24]>>[F:1][C:2]1[CH:7]=[CH:6][C:5]([C:8]2[C:9](=[O:21])[NH:10][C:11]([NH:23][NH2:24])=[N:12][C:13]=2[C:14]2[CH:19]=[CH:18][N:17]=[CH:16][CH:15]=2)=[CH:4][CH:3]=1 |f:1.2|. Conditions: temperature 120 celsius. Reactants: FC1=CC=C(C=C1)C=1C(NC(NC1C1=CC=NC=C1)=S)=O (5-(4-fluorophenyl)-6-(4-pyridyl)-2-thiouracil), O.NN (hydrazine hydrate). Yields the product FC1=CC=C(C=C1)C=1C(NC(=NC1C1=CC=NC=C1)NN)=O (5-(4-Fluorophenyl)-2-hydrazino-6-(4-pyridyl)-4 (3H)-pyrimidinone). Procedure details: A mixture of 5-(4-fluorophenyl)-6-(4-pyridyl)-2-thiouracil (500 mg, 1.66 mmol) and hydrazine hydrate (800 ml, ˜14 mmol) was heated at 120° C. for 60 min. It was evaporated and the reaction product was recrystallized from hot methanol to provide the title compound. MS (m/z): 298.0 (M+H)+; C15H12FN5O requir. 297.3. 1H-NMR (DMSO-d6): d 8.41, 7.12 (2 m, each 2H, Pyrid.), 7.05, 7.00 (2 m, each 2H, PhF).